This data is from the Open Reaction Database (ORD), a public repository of structured organic reaction records. The task is: describe an organic reaction: reactants, conditions, products, and yield Reactants: CCCCCC(=O)Cl, CCCCCCCOc1cccc(C(=O)Nc2ccccc2S(N)(=O)=O)c1, CN(C)c1ccncc1, C1CCOC1. The product is CCCCCCCOc1cccc(C(=O)Nc2ccccc2S(=O)(=O)NC(=O)CCCCC)c1. Reaction SMILES: [C:1]([CH2:2][CH2:3][CH2:4][CH2:5][CH3:6])(=[O:7])[Cl:8].[CH2:9]([CH2:10][CH2:11][CH2:12][CH2:13][CH2:14][CH3:15])[O:16][c:17]1[cH:18][c:19]([C:20](=[O:21])[NH:22][c:23]2[c:24]([S:29]([NH2:30])(=[O:31])=[O:32])[cH:25][cH:26][cH:27][cH:28]2)[cH:33][cH:34][cH:35]1.[CH3:36][N:37]([CH3:38])[c:39]1[cH:40][cH:41][n:42][cH:43][cH:44]1.[O:45]1[CH2:46][CH2:47][CH2:48][CH2:49]1>>[C:1]([CH2:2][CH2:3][CH2:4][CH2:5][CH3:6])(=[O:7])[NH:30][S:29]([c:24]1[c:23]([NH:22][C:20]([c:19]2[cH:18][c:17]([O:16][CH2:9][CH2:10][CH2:11][CH2:12][CH2:13][CH2:14][CH3:15])[cH:35][cH:34][cH:33]2)=[O:21])[cH:28][cH:27][cH:26][cH:25]1)(=[O:31])=[O:32]. Starting materials: C[Si](C)(C)Cl, CN(C)c1ccncc1, CN(C)C=O, O=C(Cl)C(=O)Cl, ClCCl, Cl, CC1CN(Cc2ccc(F)cc2)CCN1, O=C(O)CO, c1ccncc1. Product: CC1CN(Cc2ccc(F)cc2)CCN1C(=O)CO. As a reaction SMILES: [CH3:12][Si:13]([Cl:14])([CH3:15])[CH3:16].[CH3:39][N:40]([CH3:41])[c:42]1[cH:43][cH:44][n:45][cH:46][cH:47]1.[CH3:51][N:52]([CH3:53])[CH:54]=[O:55].[Cl:17][C:18]([C:19]([Cl:20])=[O:21])=[O:22].[Cl:48][CH2:49][Cl:50].[ClH:38].[F:23][c:24]1[cH:25][cH:26][c:27]([CH2:28][N:29]2[CH2:30][CH:31]([CH3:35])[NH:32][CH2:33][CH2:34]2)[cH:36][cH:37]1.[OH:1][CH2:2][C:3]([OH:4])=[O:5].[cH:6]1[cH:7][cH:8][n:9][cH:10][cH:11]1>>[OH:1][CH2:2][C:3](=[O:5])[N:32]1[CH:31]([CH3:35])[CH2:30][N:29]([CH2:28][c:27]2[cH:26][cH:25][c:24]([F:23])[cH:37][cH:36]2)[CH2:34][CH2:33]1. Product: C(#N)C=1C(C(=C(NC1C)C)C(=O)OCC1CCC1)C=1C=CC=C2C(C=C(OC12)C)=O (Cyclobutylmethyl 5-cyano-2,6-dimethyl-4-(2-methyl-4-oxo-4H-chromen-8-yl)-1,4-dihydropyridine-3-carboxylate). Solvent: C(C)O (ethanol). Reaction SMILES: [CH3:1][C:2]1[O:3][C:4]2[C:9]([C:10](=[O:12])[CH:11]=1)=[CH:8][CH:7]=[CH:6][C:5]=2[CH:13]=[C:14]([C:23](=O)[CH3:24])[C:15]([O:17][CH2:18][CH:19]1[CH2:22][CH2:21][CH2:20]1)=[O:16].[NH2:26][C:27]([CH3:31])=[CH:28][C:29]#[N:30]>C(O)C>[C:29]([C:28]1[CH:13]([C:5]2[CH:6]=[CH:7][CH:8]=[C:9]3[C:4]=2[O:3][C:2]([CH3:1])=[CH:11][C:10]3=[O:12])[C:14]([C:15]([O:17][CH2:18][CH:19]2[CH2:22][CH2:21][CH2:20]2)=[O:16])=[C:23]([CH3:24])[NH:26][C:27]=1[CH3:31])#[N:30]. Procedure details: 66 mg (0.19 mmol) of cyclobutylmethyl 2-[(2-methyl-4-oxo-4H-chromen-8-yl)methylene]-3-oxobutanoate are dissolved with 16 mg (0.19 mmol) of 3-aminobut-2-enenitrile in 3 ml of ethanol and heated under reflux under argon for 24 h. The suspension is allowed to cool and filtered with suction, and the remaining solid is washed with methanol. 45 mg (57% of theory) of the title compound are obtained as a white solid. Reactants: CC=1OC2=C(C=CC=C2C(C1)=O)C=C(C(=O)OCC1CCC1)C(C)=O (cyclobutylmethyl 2-[(2-methyl-4-oxo-4H-chromen-8-yl)methylene]-3-oxobutanoate), NC(=CC#N)C (3-aminobut-2-enenitrile). Reactants: C(C)(C)Br (isopropyl bromide), NC1=C2CCNCC2=CC2=C1C=CC=C2 (5-amino-1,2,3,4-tetrahydrobenzo[g]isoquinoline), C([O-])([O-])=O.[Na+].[Na+] (sodium carbonate), Example 4]and. Run in C(C)O (ethanol), C(C)O (ethanol). Reaction conditions: time 6 hour. The product is NC1=C2CCN(CC2=CC2=C1C=CC=C2)C(C)C (5-Amino-2-isopropyl-1,2,3,4-tetrahydrobenzo[g]isoquinoline). Reaction SMILES: [CH:1](Br)([CH3:3])[CH3:2].[NH2:5][C:6]1[C:15]2[CH:16]=[CH:17][CH:18]=[CH:19][C:14]=2[CH:13]=[C:12]2[C:7]=1[CH2:8][CH2:9][NH:10][CH2:11]2.C(=O)([O-])[O-].[Na+].[Na+]>C(O)C>[NH2:5][C:6]1[C:15]2[CH:16]=[CH:17][CH:18]=[CH:19][C:14]=2[CH:13]=[C:12]2[C:7]=1[CH2:8][CH2:9][N:10]([CH:1]([CH3:3])[CH3:2])[CH2:11]2 |f:2.3.4|. Reported procedure: A solution of 5.2 g of isopropyl bromide in 10 ml of ethanol is added dropwise at room temperature to a mixture of 8.0 g of 5-amino-1,2,3,4-tetrahydrobenzo[g]isoquinoline [see Example 4]and 4.5 g of anhydrous sodium carbonate in 30 ml of ethanol. The reaction mixture is then boiled for 6 hours. The solvent is removed by evaporation, and the residue is treated with water. The resulting mixture is extracted with methylene chloride. The organic phase is washed with water, dried over potassium carbo... The reactants are CCCCCCCCCCCCNC(=O)c1ccc(CN(C(=O)C(=O)OCC)C(C)c2cccc3ccccc23)cc1, C1CCOC1, [Li+], [OH-], O, O. Product: CCCCCCCCCCCCNC(=O)c1ccc(CN(C(=O)C(=O)O)C(C)c2cccc3ccccc23)cc1. RXN SMILES: [CH2:1]([CH3:2])[O:3][C:4]([C:5](=[O:6])[N:7]([CH:8]([CH3:9])[c:10]1[cH:11][cH:12][cH:13][c:14]2[cH:15][cH:16][cH:17][cH:18][c:19]12)[CH2:20][c:21]1[cH:22][cH:23][c:24]([C:27](=[O:28])[NH:29][CH2:30][CH2:31][CH2:32][CH2:33][CH2:34][CH2:35][CH2:36][CH2:37][CH2:38][CH2:39][CH2:40][CH3:41])[cH:25][cH:26]1)=[O:42].[CH2:46]1[O:47][CH2:48][CH2:49][CH2:50]1.[Li+:45].[OH-:44].[OH2:43].[OH2:51]>>[O:3]=[C:4]([C:5](=[O:6])[N:7]([CH:8]([CH3:9])[c:10]1[cH:11][cH:12][cH:13][c:14]2[cH:15][cH:16][cH:17][cH:18][c:19]12)[CH2:20][c:21]1[cH:22][cH:23][c:24]([C:27](=[O:28])[NH:29][CH2:30][CH2:31][CH2:32][CH2:33][CH2:34][CH2:35][CH2:36][CH2:37][CH2:38][CH2:39][CH2:40][CH3:41])[cH:25][cH:26]1)[OH:42]. Starting materials: CO, CCSc1nc2cc(C(F)(F)F)ccc2c(Cl)c1C(=O)NCc1cccc(F)c1, [Na]. The product is CCSc1nc2cc(C(F)(F)F)ccc2c(OC)c1C(=O)NCc1cccc(F)c1. Reaction SMILES: [CH3:31][OH:32].[Cl:2][c:3]1[c:4]([C:20](=[O:21])[NH:22][CH2:23][c:24]2[cH:25][c:26]([F:30])[cH:27][cH:28][cH:29]2)[c:5]([S:17][CH2:18][CH3:19])[n:6][c:7]2[cH:8][c:9]([C:13]([F:14])([F:15])[F:16])[cH:10][cH:11][c:12]12.[Na:1]>>[c:3]1([O:32][CH3:31])[c:4]([C:20](=[O:21])[NH:22][CH2:23][c:24]2[cH:25][c:26]([F:30])[cH:27][cH:28][cH:29]2)[c:5]([S:17][CH2:18][CH3:19])[n:6][c:7]2[cH:8][c:9]([C:13]([F:14])([F:15])[F:16])[cH:10][cH:11][c:12]12. Starting materials: Pd(Ph3p)4, C(C)(C)(C)OC(=O)N[C@H](C(=O)OC(C)(C)C1=CC=CC=C1)CC(=O)OCC=C (4-allyl 1-(2-phenylpropan-2-yl) (S)-2-((tert-butoxycarbonyl)amino)succinate), C(C)(C)(C)OC(=O)N[C@H](C(=O)OC(C)(C)C1=CC=CC=C1)CC(=O)OCC=C (4-allyl 1-(2-phenylpropan-2-yl) (S)-2-((tert-butoxycarbonyl)amino)succinate), C(C)(=O)O (acetic acid), CN1CCOCC1 (N-methylmorpholine). The solvent is ClCCl (dichloromethane). Conditions: time 3.5 hour. The product is C(C)(C)(C)OC(=O)N[C@@H](CC(=O)O)C(OC(C)(C)C1=CC=CC=C1)=O ((S)-3-((tert-butoxycarbonyl)amino)-4-oxo-4-((2-phenylpropan-2-yl)oxy)butanoic acid). Yield: 82.5%. RXN SMILES: [C:1]([O:5][C:6]([NH:8][C@@H:9]([CH2:22][C:23]([O:25]CC=C)=[O:24])[C:10]([O:12][C:13]([C:16]1[CH:21]=[CH:20][CH:19]=[CH:18][CH:17]=1)([CH3:15])[CH3:14])=[O:11])=[O:7])([CH3:4])([CH3:3])[CH3:2].C(O)(=O)C.CN1CCOCC1>ClCCl>[C:1]([O:5][C:6]([NH:8][C@H:9]([C:10](=[O:11])[O:12][C:13]([C:16]1[CH:21]=[CH:20][CH:19]=[CH:18][CH:17]=1)([CH3:15])[CH3:14])[CH2:22][C:23]([OH:25])=[O:24])=[O:7])([CH3:2])([CH3:3])[CH3:4]. Reported procedure: Pd(Ph3p)4 (210 mg, 0.181 mmol) was added to a solution of 4-allyl 1-(2-phenylpropan-2-yl) (S)-2-((tert-butoxycarbonyl)amino)succinate (Compound 108) (710 mg, 1.81 mmol) in dichloromethane (20 ml)-acetic acid (1.08 ml)-N-methylmorpholine (0.541 ml), and the mixture was stirred at room temperature for 3.5 hours. The reaction mixture was then concentrated under reduced pressure. The resulting residue was purified by reverse-phase silica gel column chromatography (10 mM aqueous ammonium acetate solu... Starting materials: O=[N+]([O-])c1ccc(CBr)cc1, CC(C)OP(OC(C)C)OC(C)C. Yields the product CC(C)OP(=O)(Cc1ccc([N+](=O)[O-])cc1)OC(C)C. As a reaction SMILES: [N+:1](=[O:2])([O-:3])[c:4]1[cH:5][cH:6][c:7]([CH2:8][Br:9])[cH:10][cH:11]1.[P:12]([O:13][CH:14]([CH3:15])[CH3:16])([O:17][CH:18]([CH3:19])[CH3:20])[O:21][CH:22]([CH3:23])[CH3:24]>>[N+:1](=[O:2])([O-:3])[c:4]1[cH:5][cH:6][c:7]([CH2:8][P:12]([O:13][CH:14]([CH3:15])[CH3:16])([O:17][CH:18]([CH3:19])[CH3:20])=[O:21])[cH:10][cH:11]1.